From a dataset of the Open Reaction Database (ORD), a public repository of structured organic reaction records. describe an organic reaction: reactants, conditions, products, and yield Starting materials: COC=1C=C(CC2NCCC3=CC(=C(C=C23)OC)OC)C=CC1 (1-(3-Methoxy-benzyl)-6,7-dimethoxy-1,2,3,4-tetrahydro-isoquinoline), BrCC(=O)Br (2-bromoacetyl bromide), NCC=1C=NC=CC1 (3-aminomethyl-pyridine). Yields the product COC=1C=C(CC2N(CCC3=CC(=C(C=C23)OC)OC)CC(=O)NCC=2C=NC=CC2)C=CC1 (2-[1-(3-Methoxy-benzyl)-6,7-dimethoxy-3,4-dihydro-1H-isoquinolin-2-yl]-N-(pyridin-3-yl-methyl)-acetamide). As a reaction SMILES: [CH3:1][O:2][C:3]1[CH:4]=[C:5]([CH:21]=[CH:22][CH:23]=1)[CH2:6][CH:7]1[C:16]2[C:11](=[CH:12][C:13]([O:19][CH3:20])=[C:14]([O:17][CH3:18])[CH:15]=2)[CH2:10][CH2:9][NH:8]1.Br[CH2:25][C:26](Br)=[O:27].[NH2:29][CH2:30][C:31]1[CH:32]=[N:33][CH:34]=[CH:35][CH:36]=1>>[CH3:1][O:2][C:3]1[CH:4]=[C:5]([CH:21]=[CH:22][CH:23]=1)[CH2:6][CH:7]1[C:16]2[C:11](=[CH:12][C:13]([O:19][CH3:20])=[C:14]([O:17][CH3:18])[CH:15]=2)[CH2:10][CH2:9][N:8]1[CH2:25][C:26]([NH:29][CH2:30][C:31]1[CH:32]=[N:33][CH:34]=[CH:35][CH:36]=1)=[O:27]. Procedure: prepared by reaction of 1-(3-Methoxy-benzyl)-6,7-dimethoxy-1,2,3,4-tetrahydro-isoquinoline and 2-bromoacetyl bromide with 3-aminomethyl-pyridine